From a dataset of the Open Reaction Database (ORD), a public repository of structured organic reaction records. describe an organic reaction: reactants, conditions, products, and yield Reactants: C(C)OC(C1=CC(=NC(=C1)Cl)NC(C)=O)=O (2-acetylamino-6-chloro-isonicotinic acid ethyl ester), C([O-])([O-])=O.[K+].[K+] (potassium carbonate), C(C=C)Br (allyl bromide). Run in CN(C)C=O (DMF), O (water), CC(C)(C)OC (TBME). Reaction conditions: temperature 60 celsius, time 24 hour. The product is C(C)OC(C1=CC(=NC(=C1)Cl)N(CC=C)C(C)=O)=O (2-(Acetyl-allyl-amino)-6-chloro-isonicotinic acid ethyl ester). RXN SMILES: [CH2:1]([O:3][C:4](=[O:16])[C:5]1[CH:10]=[C:9]([Cl:11])[N:8]=[C:7]([NH:12][C:13](=[O:15])[CH3:14])[CH:6]=1)[CH3:2].C(=O)([O-])[O-].[K+].[K+].[CH2:23](Br)[CH:24]=[CH2:25]>CN(C=O)C.O.CC(OC)(C)C>[CH2:1]([O:3][C:4](=[O:16])[C:5]1[CH:10]=[C:9]([Cl:11])[N:8]=[C:7]([N:12]([C:13](=[O:15])[CH3:14])[CH2:25][CH:24]=[CH2:23])[CH:6]=1)[CH3:2] |f:1.2.3|. Procedure: A mixture of 6.0 g (25 mmol) 2-acetylamino-6-chloro-isonicotinic acid ethyl ester, 10.36 g (75 mmol) potassium carbonate and 4.23 ml (50 mmol) allyl bromide in 25 ml DMF is stirred at 60° C. for 24 h. The cooled mixture is diluted with water and TBME. The organic phase is washed with water, dried over Na2SO4 and evaporated. The product is purified by chromatography on silica gel (hexane/EtOAc 9/1) to yield the title compound as a yellowish oil. Reactants: C(CC1=CC=CC=C1)C1=CC=C(C(=O)N2CC3=C(CC2)C=C(O3)CN3CCCC3)C=C1 (6-(4-Phenethylbenzoyl)-2-(1-pyrrolidinylmethyl)-4,5,6,7-tetrahydrofuro[2,3-c]pyridine), Cl (hydrogen chloride). Solvent: CO (methanol), CO (methanol). Yields the product Cl.C(CC1=CC=CC=C1)C1=CC=C(C(=O)N2CC3=C(CC2)C=C(O3)CN3CCCC3)C=C1 (6-(4-phenethylbenzoyl)-2-(1-pyrrolidinylmethyl)-4,5,6,7-tetrahydrofuro[2,3-c]pyridine hydrochloride). RXN SMILES: [CH2:1]([C:9]1[CH:31]=[CH:30][C:12]([C:13]([N:15]2[CH2:20][CH2:19][C:18]3[CH:21]=[C:22]([CH2:24][N:25]4[CH2:29][CH2:28][CH2:27][CH2:26]4)[O:23][C:17]=3[CH2:16]2)=[O:14])=[CH:11][CH:10]=1)[CH2:2][C:3]1[CH:8]=[CH:7][CH:6]=[CH:5][CH:4]=1.[ClH:32]>CO>[ClH:32].[CH2:1]([C:9]1[CH:31]=[CH:30][C:12]([C:13]([N:15]2[CH2:20][CH2:19][C:18]3[CH:21]=[C:22]([CH2:24][N:25]4[CH2:26][CH2:27][CH2:28][CH2:29]4)[O:23][C:17]=3[CH2:16]2)=[O:14])=[CH:11][CH:10]=1)[CH2:2][C:3]1[CH:4]=[CH:5][CH:6]=[CH:7][CH:8]=1 |f:3.4|. Reported procedure: 6-(4-Phenethylbenzoyl)-2-(1-pyrrolidinylmethyl)-4,5,6,7-tetrahydrofuro[2,3-c]pyridine 1.004 g was dissolved in 2 ml of methanol; hydrogen chloride in methanol was added in excess, followed by stirring. This mixture was concentrated; the resulting solid was washed with diethyl ether to yield the desired product.